Dataset: the Open Reaction Database (ORD), a public repository of structured organic reaction records. Task: describe an organic reaction: reactants, conditions, products, and yield Reaction conditions: temperature 0 celsius. Yields the product COC=1C=CC(=C(C1)NC1=C(C=CC=C1)C)[N+](=O)[O-] (5-Methoxy-2-nitrophenyl-o-tolylamine). Reaction SMILES: Cl[C:2]1[CH:3]=[CH:4][C:5]([N+:16]([O-:18])=[O:17])=[C:6]([NH:8][C:9]2[CH:14]=[CH:13][CH:12]=[CH:11][C:10]=2[CH3:15])[CH:7]=1.[Na].[CH3:20][OH:21]>>[CH3:20][O:21][C:2]1[CH:3]=[CH:4][C:5]([N+:16]([O-:18])=[O:17])=[C:6]([NH:8][C:9]2[CH:14]=[CH:13][CH:12]=[CH:11][C:10]=2[CH3:15])[CH:7]=1 |^1:18|. Procedure details: 1 g of 5-chloro-2-nitrophenyl-o-tolylamine was added to a solution of 1 g of sodium in 20 ml of methanol, and it was refluxed for 72 hours. Then, it is cooled to 0° C., and the crystalline product is suctioned off. Reactants: ClC=1C=CC(=C(C1)NC1=C(C=CC=C1)C)[N+](=O)[O-] (5-chloro-2-nitrophenyl-o-tolylamine), [Na] (sodium), CO (methanol). Starting materials: BrC1=C(C=CC(=C1)Cl)C(=O)N1CCN(CC1)C1=NC=C(C=C1C)C ((2-bromo-4-chlorophenyl)[4-(3,5-dimethylpyridin-2-yl)piperazin-1-yl]methanone), CN1C(NCC1=O)=O (3-methylimidazolidine-2,4-dione). Product: ClC=1C=CC(=C(C1)N1C(N(C(C1)=O)C)=O)C(=O)N1CCN(CC1)C1=NC=C(C=C1C)C (1-{5-chloro-2-[4-(3,5-dimethylpyridin-2-yl)piperazine-1-carbonyl]phenyl}-3-methylimidazolidine-2,4-dione). The yield is 35.1%. RXN SMILES: Br[C:2]1[CH:7]=[C:6]([Cl:8])[CH:5]=[CH:4][C:3]=1[C:9]([N:11]1[CH2:16][CH2:15][N:14]([C:17]2[C:22]([CH3:23])=[CH:21][C:20]([CH3:24])=[CH:19][N:18]=2)[CH2:13][CH2:12]1)=[O:10].[CH3:25][N:26]1[C:30](=[O:31])[CH2:29][NH:28][C:27]1=[O:32]>>[Cl:8][C:6]1[CH:5]=[CH:4][C:3]([C:9]([N:11]2[CH2:16][CH2:15][N:14]([C:17]3[C:22]([CH3:23])=[CH:21][C:20]([CH3:24])=[CH:19][N:18]=3)[CH2:13][CH2:12]2)=[O:10])=[C:2]([N:28]2[CH2:29][C:30](=[O:31])[N:26]([CH3:25])[C:27]2=[O:32])[CH:7]=1. Procedure: Using (2-bromo-4-chlorophenyl)[4-(3,5-dimethylpyridin-2-yl)piperazin-1-yl]methanone (817 mg) described in Preparation Example 167 and 3-methylimidazolidine-2,4-dione (339 mg) described in Preparation Example 214 and by the reaction and treatment in the same manner as in Preparation Example 241, the title compound (310 mg) was obtained.